This data is from the Open Reaction Database (ORD), a public repository of structured organic reaction records. The task is: describe an organic reaction: reactants, conditions, products, and yield The reactants are BrC1=NOCC1 (Bromo-4,5-dihydroisoxazole), COC(C1=NC=C(C=C1)O)=O (5-hydroxy picolinic acid methyl ester). The product is N1=CC(=CC=C1)OC1=NOCC1 (3-(pyridin-3-yloxy)-4,5-dihydroisoxazole). Reaction SMILES: Br[C:2]1[CH2:6][CH2:5][O:4][N:3]=1.COC(=O)[C:10]1[CH:15]=[CH:14][C:13]([OH:16])=[CH:12][N:11]=1>>[N:11]1[CH:10]=[CH:15][CH:14]=[C:13]([O:16][C:2]2[CH2:6][CH2:5][O:4][N:3]=2)[CH:12]=1. Procedure details: 3-(pyridin-3-yloxy)-4,5-dihydroisoxazole I-215a and I-215b were prepared in 2 steps compound from racemic compound I-21. Bromo-4,5-dihydroisoxazole I-21 was reacted with 5-hydroxy picolinic acid methyl ester using Method 5 followed by hydrolysis using the analogous conditions as in example 94. These compounds can be separated using chiral HPLC methods known in the art. For example, see chiral HPLC Method disclosed herein. [M+H]+=418.3 m/z. Activity: B